Dataset: the Open Reaction Database (ORD), a public repository of structured organic reaction records. Task: describe an organic reaction: reactants, conditions, products, and yield RXN SMILES: [ClH:26].[F:1][c:2]1[cH:3][c:4](-[c:8]2[c:9]3[n:10]([c:11](=[O:20])[c:12]4[cH:13][cH:14][c:15]([O:18][CH3:19])[cH:16][c:17]24)[CH2:21][CH2:22][CH2:23][C:24]3=[O:25])[cH:5][cH:6][cH:7]1.[NH2:27][OH:28].[cH:29]1[cH:30][cH:31][n:32][cH:33][cH:34]1>>[F:1][c:2]1[cH:3][c:4](-[c:8]2[c:9]3[n:10]([c:11](=[O:20])[c:12]4[cH:13][cH:14][c:15]([O:18][CH3:19])[cH:16][c:17]24)[CH2:21][CH2:22][CH2:23][C:24]3=[N:27][OH:28])[cH:5][cH:6][cH:7]1. The reactants are Cl, COc1ccc2c(=O)n3c(c(-c4cccc(F)c4)c2c1)C(=O)CCC3, NO, c1ccncc1. Product: COc1ccc2c(=O)n3c(c(-c4cccc(F)c4)c2c1)C(=NO)CCC3. Reactants: ClCC1=C2CCCC(C2=CC=C1O)=O (5-Chloromethyl-6-hydroxy-1-tetralone), C(CS)(=O)OC (methyl thioglycolate). Reaction conditions: temperature 40 celsius. The product is COC(CSCC1=C(C=CC=2C(CCCC12)=O)O)=O ((2-Hydroxy-5-oxo-5,6,7,8-tetrahydro-naphthalen-1-ylmethylsulfanyl)acetic acid methyl ester). Isolated yield 52.1%. RXN SMILES: Cl[CH2:2][C:3]1[C:12]([OH:13])=[CH:11][CH:10]=[C:9]2[C:4]=1[CH2:5][CH2:6][CH2:7][C:8]2=[O:14].[C:15]([O:19][CH3:20])(=[O:18])[CH2:16][SH:17]>>[CH3:20][O:19][C:15](=[O:18])[CH2:16][S:17][CH2:2][C:3]1[C:4]2[CH2:5][CH2:6][CH2:7][C:8](=[O:14])[C:9]=2[CH:10]=[CH:11][C:12]=1[OH:13]. Procedure: 5-Chloromethyl-6-hydroxy-1-tetralone (315 mg, 1.5 mmol) and methyl thioglycolate (2.0 mL, 22 mmol) were combined in a septum capped round bottomed flask and heated to 40° C. overnight. The excess methyl thioglycolate was removed in vacuo and the pot residue was purified by silica gel chromatography (Rf=0.18, hexanes/ethyl acetate/acetic acid, 58:40:2) to give 219 mg (52%) of the desired compound as a colorless glass: 1H NMR (CDCl3) δ 2.02 (p, 2H, J=6.01 Hz); 2.50 (t, 2H, J=6.01 Hz); 2.89 (t, 2H,... The reactants are N#CC1(NC(=O)C2CC(S(=O)(=O)c3ccccc3Cl)CN2)CC1, CC(C)OC(=O)Cl, Cl. Yields the product CC(C)OC(=O)N1CC(S(=O)(=O)c2ccccc2Cl)CC1C(=O)NC1(C#N)CC1. As a reaction SMILES: [C:2](#[N:3])[C:4]1([NH:7][C:8](=[O:9])[CH:10]2[NH:11][CH2:12][CH:13]([S:15](=[O:16])(=[O:17])[c:18]3[c:19]([Cl:24])[cH:20][cH:21][cH:22][cH:23]3)[CH2:14]2)[CH2:5][CH2:6]1.[Cl:25][C:26](=[O:27])[O:28][CH:29]([CH3:30])[CH3:31].[ClH:1]>>[C:2](#[N:3])[C:4]1([NH:7][C:8](=[O:9])[CH:10]2[N:11]([C:26](=[O:27])[O:28][CH:29]([CH3:30])[CH3:31])[CH2:12][CH:13]([S:15](=[O:16])(=[O:17])[c:18]3[c:19]([Cl:24])[cH:20][cH:21][cH:22][cH:23]3)[CH2:14]2)[CH2:5][CH2:6]1. Starting materials: CC(C)(C)c1ccc(O)c(C(C)(C)C)c1, CC(=O)O, Cc1ccccc1, Cl, O=C1CCSCC1. The product is CC(C)(C)c1cc(C2=CCSCC2)c(O)c(C(C)(C)C)c1. Reaction SMILES: [C:1]([CH3:2])([CH3:3])([CH3:4])[c:5]1[c:6]([OH:15])[cH:7][cH:8][c:9]([C:11]([CH3:12])([CH3:13])[CH3:14])[cH:10]1.[CH3:23][C:24](=[O:25])[OH:26].[CH3:28][c:29]1[cH:30][cH:31][cH:32][cH:33][cH:34]1.[ClH:27].[S:16]1[CH2:17][CH2:18][C:19](=[O:22])[CH2:20][CH2:21]1>>[C:1]([CH3:2])([CH3:3])([CH3:4])[c:5]1[c:6]([OH:15])[c:7]([C:19]2=[CH:18][CH2:17][S:16][CH2:21][CH2:20]2)[cH:8][c:9]([C:11]([CH3:12])([CH3:13])[CH3:14])[cH:10]1. The reactants are CC(C)Br, [H-], NC(=O)c1cc2c(nc1N)[nH]c1ccccc12, [Na+], CN(C)C=O. Yields the product CC(C)n1c2ccccc2c2cc(C(N)=O)c(N)nc21. RXN SMILES: [Br:20][CH:21]([CH3:22])[CH3:23].[H-:19].[NH2:1][c:2]1[c:3]([C:15](=[O:16])[NH2:17])[cH:4][c:5]2[c:6]([nH:7][c:8]3[cH:9][cH:10][cH:11][cH:12][c:13]23)[n:14]1.[Na+:18].[O:24]=[CH:25][N:26]([CH3:27])[CH3:28]>>[NH2:1][c:2]1[c:3]([C:15](=[O:16])[NH2:17])[cH:4][c:5]2[c:6]([n:7]([CH:21]([CH3:22])[CH3:23])[c:8]3[cH:9][cH:10][cH:11][cH:12][c:13]23)[n:14]1.